From a dataset of the Open Reaction Database (ORD), a public repository of structured organic reaction records. describe an organic reaction: reactants, conditions, products, and yield The reactants are COC1=CC=C(N)C=C1 (4-Methoxyaniline), ICCCC (iodobutane). Yields the product COC1=CC=C(N(CCCC)CCCC)C=C1 (4-methoxy-N,N-dibutylaniline). The yield is 91.7%. RXN SMILES: [CH3:1][O:2][C:3]1[CH:9]=[CH:8][C:6]([NH2:7])=[CH:5][CH:4]=1.I[CH2:11][CH2:12][CH2:13][CH3:14]>>[CH3:1][O:2][C:3]1[CH:9]=[CH:8][C:6]([N:7]([CH2:9][CH2:3][CH2:4][CH3:5])[CH2:11][CH2:12][CH2:13][CH3:14])=[CH:5][CH:4]=1. Procedure details: 4-Methoxyaniline (10.5 g) in iodobutane (50 g) was heated under reflux overnight. Excess iodobutane was distilled off and final traces were removed in vacuo. The residue in DMF (dimethyl formamide) (50 mL) was treated with DABCO (1,4-diazobicyclo[2.2.2]octane) (20 g) and the mixture heated under reflux for 2 hours. Most of the DMF was then evaporated and the residue taken up in ethyl acetate, washed well with water, and dried (Na2SO4). After evaporation of the solvent the above procedure was rep... Reactants: FC1=C(C=CC(=C1)F)C1=CC=C(C=C1)C(CC(=O)O)C (3-(2',4'-difluoro-4-biphenylyl)butyric acid), CC(=O)C (acetone). Reagents/catalysts: S(O)(O)(=O)=O (sulfuric acid). Solvent: O (water). Yields the product FC1=C(C=CC(=C1)F)C1=CC=C(C=C1)C(CC(=O)O)(C)O (3-(2',4'-difluoro-4-biphenylyl)-3-hydroxybutyric acid). Reaction SMILES: [F:1][C:2]1[CH:7]=[C:6]([F:8])[CH:5]=[CH:4][C:3]=1[C:9]1[CH:14]=[CH:13][C:12]([CH:15]([CH3:20])[CH2:16][C:17]([OH:19])=[O:18])=[CH:11][CH:10]=1.CC(C)=[O:23]>S(=O)(=O)(O)O.O>[F:1][C:2]1[CH:7]=[C:6]([F:8])[CH:5]=[CH:4][C:3]=1[C:9]1[CH:14]=[CH:13][C:12]([C:15]([OH:23])([CH3:20])[CH2:16][C:17]([OH:19])=[O:18])=[CH:11][CH:10]=1. Procedure: 3.55 g. of 3-(2',4'-difluoro-4-biphenylyl)-3-bromobutyric acid, obtained by brominating 3-(2',4'-difluoro-4-biphenylyl)butyric acid, are dissolved in a mixture of 15 ml. of acetone and 15 ml. of water. One drop of sulfuric acid is added and the mixture is warmed to 45° for 4 hours and worked up in the customary manner to give 3-(2',4'-difluoro-4-biphenylyl)-3-hydroxybutyric acid, m.p. 121°-123°.